This data is from the Open Reaction Database (ORD), a public repository of structured organic reaction records. The task is: describe an organic reaction: reactants, conditions, products, and yield Reactants: N1=CC=CC=C1 (pyridine), ClC(=O)OC (methyl chloroformate), C(C)(C)(C)OC(N(C)CCNC(=O)C=1N=CC=2C(N(C=CC2C1O)CC1=CC=CC=C1)=O)=O ({2-[(7-Benzyl-4-hydroxy-8-oxo-7,8-dihydro-[2,7]naphthyridine-3-carbonyl)-amino]-ethyl}-methyl-carbamic acid tert-butyl ester), FC(C(=O)O)(F)F (Trifluoroacetic acid). Solvent: C(Cl)Cl (CH2Cl2), C(Cl)Cl (CH2Cl2), C(Cl)Cl (CH2Cl2). Conditions: time 1 hour. Product: COC(N(C)CCNC(=O)C=1N=CC=2C(N(C=CC2C1O)CC1=CC=CC=C1)=O)=O ({2-[(7-Benzyl-4-hydroxy-8-oxo-7,8-dihydro-[2,7]naphthyridine-3-carbonyl)-amino]ethyl}-methyl-carbamic acid methyl ester). RXN SMILES: [C:1]([O:5][C:6](=[O:33])[N:7]([CH2:9][CH2:10][NH:11][C:12]([C:14]1[N:15]=[CH:16][C:17]2[C:18](=[O:32])[N:19]([CH2:25][C:26]3[CH:31]=[CH:30][CH:29]=[CH:28][CH:27]=3)[CH:20]=[CH:21][C:22]=2[C:23]=1[OH:24])=[O:13])[CH3:8])(C)(C)C.FC(F)(F)C(O)=O.N1C=CC=CC=1.ClC(OC)=O>C(Cl)Cl>[CH3:1][O:5][C:6](=[O:33])[N:7]([CH2:9][CH2:10][NH:11][C:12]([C:14]1[N:15]=[CH:16][C:17]2[C:18](=[O:32])[N:19]([CH2:25][C:26]3[CH:27]=[CH:28][CH:29]=[CH:30][CH:31]=3)[CH:20]=[CH:21][C:22]=2[C:23]=1[OH:24])=[O:13])[CH3:8]. Procedure details: {2-[(7-Benzyl-4-hydroxy-8-oxo-7,8-dihydro-[2,7]naphthyridine-3-carbonyl)-amino]-ethyl}-methyl-carbamic acid tert-butyl ester (25 mg, 0.055 mmol) was dissolved in CH2Cl2 (2 mL). Trifluoroacetic acid (1 mL) was added, and the mixture was stirred at r.t. for 1 h. Solvent and excess TFA were removed in vacuo. To the residue were added CH2Cl2 (2 mL), pyridine (0.072 mL, 0.88 mmol), and methyl chloroformate (0.034 mL, 0.44 mmol), and the resulting mixture was stirred for 16 h. The mixture was diluted ... Starting materials: CC(C)(C)O, COC(=O)C(C)c1cc(F)c(-c2ccc(-c3nc(C(N)=O)c(C)nc3C)cc2)c(F)c1, [K+], [OH-]. The product is Cc1nc(C)c(-c2ccc(-c3c(F)cc(C(C)C(=O)O)cc3F)cc2)nc1C(N)=O. RXN SMILES: [C:34]([OH:35])([CH3:36])([CH3:37])[CH3:38].[C:3]([NH2:4])(=[O:5])[c:6]1[c:7]([CH3:33])[n:8][c:9]([CH3:32])[c:10](-[c:12]2[cH:13][cH:14][c:15](-[c:18]3[c:19]([F:31])[cH:20][c:21]([CH:25]([C:26](=[O:27])[O:28][CH3:29])[CH3:30])[cH:22][c:23]3[F:24])[cH:16][cH:17]2)[n:11]1.[K+:2].[OH-:1]>>[C:3]([NH2:4])(=[O:5])[c:6]1[c:7]([CH3:33])[n:8][c:9]([CH3:32])[c:10](-[c:12]2[cH:13][cH:14][c:15](-[c:18]3[c:19]([F:31])[cH:20][c:21]([CH:25]([C:26](=[O:27])[OH:28])[CH3:30])[cH:22][c:23]3[F:24])[cH:16][cH:17]2)[n:11]1. The reactants are C(C1=CC=CC=C1)NC1=C(C=NC(=C1)N(C=1C=NC(=CC1)N1CCOCC1)CC1=CC=C(C=C1)OC)CC(=O)N (4-benzylamino-6-[4-methoxybenzyl-(6-morpholinopyridin-3-yl)amino]pyridine-3-carboxyamide), FC(C(=O)O)(F)F (trifluoroacetic acid). The solvent is C(Cl)Cl (methylene chloride). Conditions: time 4 hour. Product: C(C1=CC=CC=C1)NC1=C(C=NC(=C1)NC=1C=NC(=CC1)N1CCOCC1)CC(=O)N (4-benzylamino-6-[(6-morpholinopyridin-3-yl)amino]pyridine-3-carboxyamide). Isolated yield 3.0%. Reaction SMILES: [CH2:1]([NH:8][C:9]1[CH:14]=[C:13]([N:15](CC2C=CC(OC)=CC=2)[C:16]2[CH:17]=[N:18][C:19]([N:22]3[CH2:27][CH2:26][O:25][CH2:24][CH2:23]3)=[CH:20][CH:21]=2)[N:12]=[CH:11][C:10]=1[CH2:37][C:38]([NH2:40])=[O:39])[C:2]1[CH:7]=[CH:6][CH:5]=[CH:4][CH:3]=1.FC(F)(F)C(O)=O>C(Cl)Cl>[CH2:1]([NH:8][C:9]1[CH:14]=[C:13]([NH:15][C:16]2[CH:17]=[N:18][C:19]([N:22]3[CH2:27][CH2:26][O:25][CH2:24][CH2:23]3)=[CH:20][CH:21]=2)[N:12]=[CH:11][C:10]=1[CH2:37][C:38]([NH2:40])=[O:39])[C:2]1[CH:7]=[CH:6][CH:5]=[CH:4][CH:3]=1. Procedure: 3.0 mg of 4-benzylamino-6-[4-methoxybenzyl-(6-morpholinopyridin-3-yl)amino]pyridine-3-carboxyamide was dissolved in 0.5 mL of methylene chloride, to which 0.5 mg of trifluoroacetic acid was added, stirred at room temperature for 4 hours, and further heated at reflux at 70° C. for 8 hours. After cooling, the solvent was evaporated, saturated sodium bicarbonate in water was added to the residue, extracted with chloroform, the extract was washed with saturated saline, and dried on anhydrous sodium ... Procedure: To a mixture of 28.27 g (0.172 m) of hydroxylamine sulfate in 25 ml of water was added slowly a 25 ml aqueous solution of 13.80 g (0.344 m) of sodium hydroxide. To the resulting solution was added 5.45 g (0.034 m) of ethyl 4,5-epoxy-4-methylpentanoate with the aid of 2 ml of ethanol. The mixture was heated to reflux and stirred for 17 hours. The reaction mixture was cooled and concentrated under reduced pressure to yield a yellow moist solid. The solid was washed with methanol several times and ... Isolated yield 4.2%. The solvent is O (water). RXN SMILES: S(O)(O)(=O)=O.[NH2:6][OH:7].[OH-].[Na+].[O:10]1[CH2:19][C:11]1([CH3:20])[CH2:12][CH2:13][C:14](OCC)=[O:15].C(O)C>O>[OH:7][N:6]1[CH2:19][C:11]([OH:10])([CH3:20])[CH2:12][CH2:13][C:14]1=[O:15] |f:0.1,2.3|. The product is ON1C(CCC(C1)(C)O)=O (1,5-Dihydroxy-5-methyl-2-piperidinone). Starting materials: S(=O)(=O)(O)O.NO (hydroxylamine sulfate), O1C(CCC(=O)OCC)(C1)C (ethyl 4,5-epoxy-4-methylpentanoate), C(C)O (ethanol), aqueous solution, [OH-].[Na+] (sodium hydroxide). Reaction conditions: time 17 hour.